Dataset: the Open Reaction Database (ORD), a public repository of structured organic reaction records. Task: describe an organic reaction: reactants, conditions, products, and yield Reactants: C(C1=CC=CC=C1)OC(=O)N1CCC(CC1)(C(NC1=CC=C(C=C1)C(C)C)=O)NC(=O)OC(C)(C)C (4-tert-Butoxycarbonylamino-4-(4-isopropyl-phenylcarbamoyl)-piperidine-1-carboxylic acid benzyl ester). The reagents and catalysts are [Pd] (Pd/C). Solvent: CO (methanol). Product: C(C)(C)(C)OC(NC1(CCNCC1)C(NC1=CC=C(C=C1)C(C)C)=O)=O ([4-(4-Isopropyl-phenylcarbamoyl)-piperidin-4-yl]-carbamic acid tert-butyl ester). The yield is 89.4%. RXN SMILES: C(OC([N:11]1[CH2:16][CH2:15][C:14]([NH:29][C:30]([O:32][C:33]([CH3:36])([CH3:35])[CH3:34])=[O:31])([C:17](=[O:28])[NH:18][C:19]2[CH:24]=[CH:23][C:22]([CH:25]([CH3:27])[CH3:26])=[CH:21][CH:20]=2)[CH2:13][CH2:12]1)=O)C1C=CC=CC=1>CO.[Pd]>[C:33]([O:32][C:30](=[O:31])[NH:29][C:14]1([C:17](=[O:28])[NH:18][C:19]2[CH:24]=[CH:23][C:22]([CH:25]([CH3:26])[CH3:27])=[CH:21][CH:20]=2)[CH2:13][CH2:12][NH:11][CH2:16][CH2:15]1)([CH3:35])([CH3:34])[CH3:36]. Procedure: A mixture of 2.84 g (6 mmol) 4-tert-Butoxycarbonylamino-4-(4-isopropyl-phenylcarbamoyl)-piperidine-1-carboxylic acid benzyl ester (example 82, step 1) in 80 mL methanol was hydrogenated with H2 over Pd/C (10%) for 2 h at room temperature. The mixture was filtered off and evaporated to dryness to yield 1.94 g (94%) of the title compound as off-white crystals. MS (m/e): 362.4 [(M+H)+]. The reactants are CCO, CCOC(=O)c1ncn2c1C1CCN1C(=O)c1c-2ccc(F)c1Cl, Cl, [Na+], [OH-], O. The product is O=C(O)c1ncn2c1C1CCN1C(=O)c1c-2ccc(F)c1Cl. As a reaction SMILES: [CH3:25][CH2:26][OH:27].[Cl:1][c:2]1[c:3]([F:24])[cH:4][cH:5][c:6]2[c:7]1[C:8](=[O:23])[N:9]1[CH:10]([c:11]3[n:12]-2[cH:13][n:14][c:15]3[C:16](=[O:17])[O:18][CH2:19][CH3:20])[CH2:21][CH2:22]1.[ClH:30].[Na+:29].[OH-:28].[OH2:31]>>[Cl:1][c:2]1[c:3]([F:24])[cH:4][cH:5][c:6]2[c:7]1[C:8](=[O:23])[N:9]1[CH:10]([c:11]3[n:12]-2[cH:13][n:14][c:15]3[C:16](=[O:17])[OH:18])[CH2:21][CH2:22]1. Starting materials: C[Si](C)(C)[N-][Si](C)(C)C.[Li+].C1CCOC1 (lithiumbis(trimethylsilyl)amide THF), CON(S(=O)(=O)C=1N=CN2C1SC=C2)C (7-(N-methoxy-N-methylsulfamoyl)imidazo[5,1-b]thiazole), C[Si](C)(C)[N-][Si](C)(C)C.[Li+].C1CCOC1 (lithiumbis(trimethylsilyl)amide THF), C(CCC)[Sn](CCCC)(CCCC)Cl (Tri-n-butylstannyl chloride), C(CCC)[Sn](CCCC)(CCCC)Cl (Tri-n-butylstannyl chloride), [Cl-].[NH4+] (ammonium chloride). The solvent is C1CCOC1 (THF), C(C)(=O)OCC (ethyl acetate). Reaction conditions: time 30 minute. Yields the product CON(S(=O)(=O)C=1N=CN2C1SC(=C2)[Sn](CCCC)(CCCC)CCCC)C (7-(N-Methoxy-N-methylsulfamoyl)-2-(tri-n-butylstannyl)imidazo[5,1-b]thiazole). RXN SMILES: C[Si]([N-][Si](C)(C)C)(C)C.[Li+].C1COCC1.[CH3:16][O:17][N:18]([CH3:30])[S:19]([C:22]1[N:23]=[CH:24][N:25]2[CH:29]=[CH:28][S:27][C:26]=12)(=[O:21])=[O:20].[CH2:31]([Sn:35](Cl)([CH2:40][CH2:41][CH2:42][CH3:43])[CH2:36][CH2:37][CH2:38][CH3:39])[CH2:32][CH2:33][CH3:34].[Cl-].[NH4+]>C1COCC1.C(OCC)(=O)C>[CH3:16][O:17][N:18]([CH3:30])[S:19]([C:22]1[N:23]=[CH:24][N:25]2[CH:29]=[C:28]([Sn:35]([CH2:36][CH2:37][CH2:38][CH3:39])([CH2:40][CH2:41][CH2:42][CH3:43])[CH2:31][CH2:32][CH2:33][CH3:34])[S:27][C:26]=12)(=[O:20])=[O:21] |f:0.1.2,5.6|. Procedure details: A 1.0 N lithiumbis(trimethylsilyl)amide/THF solution (2.0 ml) was added to a solution of 0.44 g of 7-(N-methoxy-N-methylsulfamoyl)imidazo[5,1-b]thiazole in 9 ml of dry THF in an argon atmosphere at −40° C. The mixture was stirred at the same temperature for 30 min. Tri-n-butylstannyl chloride (0.58 ml) was added thereto. The mixture was stirred for 30 min. Further, a 1.0 N lithiumbis(trimethylsilyl)amide/THF solution (2.5 ml) was then added, followed by stirring for 30 min. Tri-n-butylstannyl ch... The reactants are CCO, Cc1[nH]cnc1CSCCCl, Cl, [K+], N#C[S-]. Product: Cc1[nH]cnc1CSCCSC#N. RXN SMILES: [CH3:17][CH2:18][OH:19].[Cl:2][CH2:3][CH2:4][S:5][CH2:6][c:7]1[n:8][cH:9][nH:10][c:11]1[CH3:12].[ClH:1].[K+:13].[S-:14][C:15]#[N:16]>>[CH2:3]([CH2:4][S:5][CH2:6][c:7]1[n:8][cH:9][nH:10][c:11]1[CH3:12])[S:14][C:15]#[N:16]. Solvent: C(C)(=O)OCC (ethyl acetate). Yield: 69.0%. Conditions: temperature 80 celsius. Procedure: A mixture of 1,3,5-trichlorobenzene (10.0 g, 55.1 mmol), 2-bromoacetyl bromide (5.0 mL, 57.8 mmol, 1.05 eq), and aluminum chloride (7.7 g, 57.8 mmol, 1.05 eq) was heated neat at 80° C. under argon for 17 h until a black precipitate is formed. The reaction was cooled to room temperature, and the resultant black mass was dissolved in ethyl acetate (500 mL). Water (200 mL) was added slowly at 0° C. to quench the reaction, and the biphasic layers were separated. The organic layer was then washed wit... Product: BrCC(=O)C1=C(C=C(C=C1Cl)Cl)Cl (2-bromo-1-(2,4,6-trichlorophenyl)ethanone). RXN SMILES: [Cl:1][C:2]1[CH:7]=[C:6]([Cl:8])[CH:5]=[C:4]([Cl:9])[CH:3]=1.[Br:10][CH2:11][C:12](Br)=[O:13].[Cl-].[Al+3].[Cl-].[Cl-].O>C(OCC)(=O)C>[Br:10][CH2:11][C:12]([C:7]1[C:2]([Cl:1])=[CH:3][C:4]([Cl:9])=[CH:5][C:6]=1[Cl:8])=[O:13] |f:2.3.4.5|. Reactants: ClC1=CC(=CC(=C1)Cl)Cl (1,3,5-trichlorobenzene), BrCC(=O)Br (2-bromoacetyl bromide), [Cl-].[Al+3].[Cl-].[Cl-] (aluminum chloride), O (Water). Starting materials: BrB(Br)Br, CCC1c2cc(F)ccc2-c2cc(-c3ccccc3)ccc2N1S(=O)(=O)c1ccc(OC)cc1, C1=CCCCC1, ClCCl. Yields the product CCC1c2cc(F)ccc2-c2cc(-c3ccccc3)ccc2N1S(=O)(=O)c1ccc(O)cc1. RXN SMILES: [B:41]([Br:42])([Br:43])[Br:44].[CH2:1]([CH3:2])[CH:3]1[N:4]([S:24](=[O:25])(=[O:26])[c:27]2[cH:28][cH:29][c:30]([O:33][CH3:34])[cH:31][cH:32]2)[c:5]2[cH:6][cH:7][c:8](-[c:18]3[cH:19][cH:20][cH:21][cH:22][cH:23]3)[cH:9][c:10]2-[c:11]2[cH:12][cH:13][c:14]([F:17])[cH:15][c:16]21.[CH2:35]1[CH2:36][CH:37]=[CH:38][CH2:39][CH2:40]1.[Cl:45][CH2:46][Cl:47]>>[CH2:1]([CH3:2])[CH:3]1[N:4]([S:24](=[O:25])(=[O:26])[c:27]2[cH:28][cH:29][c:30]([OH:33])[cH:31][cH:32]2)[c:5]2[cH:6][cH:7][c:8](-[c:18]3[cH:19][cH:20][cH:21][cH:22][cH:23]3)[cH:9][c:10]2-[c:11]2[cH:12][cH:13][c:14]([F:17])[cH:15][c:16]21. Reactants: C1CCOC1, COC(=O)C(O)C(NC(=O)NC(C)(C)C)c1ccccc1, COc1ccc(C(OC)OC)c(OC)c1, Cc1ccc(S(=O)(=O)[O-])cc1, c1cc[nH+]cc1. Product: COC(=O)C1OC(c2ccc(OC)cc2OC)N(C(=O)NC(C)(C)C)C1c1ccccc1. Reaction SMILES: [CH2:54]1[O:55][CH2:56][CH2:57][CH2:58]1.[CH3:1][O:2][C:3]([CH:4]([CH:5]([NH:6][C:7](=[O:8])[NH:9][C:10]([CH3:11])([CH3:12])[CH3:13])[c:14]1[cH:15][cH:16][cH:17][cH:18][cH:19]1)[OH:20])=[O:21].[CH3:22][O:23][CH:24]([c:25]1[c:26]([O:33][CH3:34])[cH:27][c:28]([O:31][CH3:32])[cH:29][cH:30]1)[O:35][CH3:36].[c:37]1([CH3:38])[cH:39][cH:40][c:41]([S:42]([O-:43])(=[O:44])=[O:45])[cH:46][cH:47]1.[nH+:48]1[cH:49][cH:50][cH:51][cH:52][cH:53]1>>[CH3:1][O:2][C:3]([CH:4]1[CH:5]([c:14]2[cH:15][cH:16][cH:17][cH:18][cH:19]2)[N:6]([C:7](=[O:8])[NH:9][C:10]([CH3:11])([CH3:12])[CH3:13])[CH:24]([c:25]2[c:26]([O:33][CH3:34])[cH:27][c:28]([O:31][CH3:32])[cH:29][cH:30]2)[O:20]1)=[O:21]. The reactants are COC(C1=CC=C(C=C1)C#C)=O (4-ethynyl-benzoic acid methyl ester), BrC=1C=CC2=C(SCCCC2(C)COC)C1 (8-bromo-5-methoxymethyl-5-methyl-2,3,4,5-tetrahydrobenzo[b]thiepine), ice HCl. The reagents and catalysts are [Cu]I (CuI), C=1C=CC(=CC1)[P](C=2C=CC=CC2)(C=3C=CC=CC3)[Pd]([P](C=4C=CC=CC4)(C=5C=CC=CC5)C=6C=CC=CC6)([P](C=7C=CC=CC7)(C=8C=CC=CC8)C=9C=CC=CC9)[P](C=1C=CC=CC1)(C=1C=CC=CC1)C=1C=CC=CC1 ((Ph3P)4Pd), C1=CC=C(C=C1)P(C2=CC=CC=C2)C3=CC=CC=C3 (Ph3P). Solvent: N1CCCCC1 (piperidine), N1CCCCC1 (piperidine). Reaction conditions: temperature 80 celsius. Product: COCC1(C2=C(SCCC1)C=C(C=C2)C#CC2=CC=C(C(=O)O)C=C2)C (4-(5-methoxymethyl-5-methyl-2,3,4,5-tetrahydrobenzo[b]thiepin-8-ylethynyl)-benzoic acid). The yield is 46.3%. As a reaction SMILES: Br[C:2]1[CH:3]=[CH:4][C:5]2[C:11]([CH2:13][O:14][CH3:15])([CH3:12])[CH2:10][CH2:9][CH2:8][S:7][C:6]=2[CH:16]=1.C[O:18][C:19](=[O:28])[C:20]1[CH:25]=[CH:24][C:23]([C:26]#[CH:27])=[CH:22][CH:21]=1>N1CCCCC1.[Cu]I.C1C=CC([P]([Pd]([P](C2C=CC=CC=2)(C2C=CC=CC=2)C2C=CC=CC=2)([P](C2C=CC=CC=2)(C2C=CC=CC=2)C2C=CC=CC=2)[P](C2C=CC=CC=2)(C2C=CC=CC=2)C2C=CC=CC=2)(C2C=CC=CC=2)C2C=CC=CC=2)=CC=1.C1C=CC(P(C2C=CC=CC=2)C2C=CC=CC=2)=CC=1>[CH3:15][O:14][CH2:13][C:11]1([CH3:12])[CH2:10][CH2:9][CH2:8][S:7][C:6]2[CH:16]=[C:2]([C:27]#[C:26][C:23]3[CH:24]=[CH:25][C:20]([C:19]([OH:28])=[O:18])=[CH:21][CH:22]=3)[CH:3]=[CH:4][C:5]1=2 |^1:40,42,61,80|. Procedure details: To 478 mg (1.59 mmol) of 8-bromo-5-methoxymethyl-5-methyl-2,3,4,5-tetrahydrobenzo[b]thiepine, dissolved in 2.9 ml of piperidine, was added successively 4.8 mg (0.02 eq.) of CuI, 7.0 mg (0.02 eq.) of Ph3P, and 24.1 mg (0.01 eq.) of (Ph3P)4Pd. After heating to 80° C., a solution of 508 mg (2 eq.) of 4-ethynyl-benzoic acid methyl ester in 2.8 ml of piperidine was added within 2 h via dropping funnel and then kept at this temperature for 3 additional h. After cooling, the reaction mixture was poured...